Dataset: the Open Reaction Database (ORD), a public repository of structured organic reaction records. Task: describe an organic reaction: reactants, conditions, products, and yield Starting materials: ClCCCl, CS(C)=O, CC#N, O=C(O)c1ccc(Cc2cnn(-c3ccc(OC(F)(F)F)cc3)c2C2CCCCC2)cc1, CCN(C(C)C)C(C)C, Nc1nnn[nH]1, CN(C)C=O, O, O, On1nnc2ccccc21. Product: O=C(Nc1nnn[nH]1)c1ccc(Cc2cnn(-c3ccc(OC(F)(F)F)cc3)c2C2CCCCC2)cc1. RXN SMILES: [CH2:72]([Cl:73])[CH2:74][Cl:75].[CH3:64][S:65]([CH3:66])=[O:67].[CH3:68][C:69]#[N:70].[CH:1]1([c:7]2[c:8]([CH2:23][c:24]3[cH:25][cH:26][c:27]([C:28](=[O:29])[OH:30])[cH:31][cH:32]3)[cH:9][n:10][n:11]2-[c:12]2[cH:13][cH:14][c:15]([O:18][C:19]([F:20])([F:21])[F:22])[cH:16][cH:17]2)[CH2:2][CH2:3][CH2:4][CH2:5][CH2:6]1.[CH:50]([N:51]([CH2:52][CH3:53])[CH:54]([CH3:55])[CH3:56])([CH3:57])[CH3:58].[NH2:44][c:45]1[n:46][n:47][n:48][nH:49]1.[O:59]=[CH:60][N:61]([CH3:62])[CH3:63].[OH2:43].[OH2:71].[OH:33][n:34]1[c:35]2[c:36]([cH:37][cH:38][cH:39][cH:40]2)[n:41][n:42]1>>[CH:1]1([c:7]2[c:8]([CH2:23][c:24]3[cH:25][cH:26][c:27]([C:28](=[O:30])[NH:44][c:45]4[n:46][n:47][n:48][nH:49]4)[cH:31][cH:32]3)[cH:9][n:10][n:11]2-[c:12]2[cH:13][cH:14][c:15]([O:18][C:19]([F:20])([F:21])[F:22])[cH:16][cH:17]2)[CH2:2][CH2:3][CH2:4][CH2:5][CH2:6]1. The reactants are NC=1C=C(OC2=C3C(=NC=C2)NC(N3)=O)C=CC1 (7-(3-aminophenoxy)-1H-imidazo[4,5-b]pyridin-2(3H)-one), C1(=CC=CC=C1)CCC(=O)Cl (3-phenylpropanoyl chloride). Product: O=C1NC=2C(=NC=CC2OC=2C=C(C=CC2)NC(CCC2=CC=CC=C2)=O)N1 (N-(3-(2-oxo-2,3-dihydro-1H-imidazo[4,5-b]pyridin-7-yloxy)phenyl)-3-phenyl propanamide). Yield: 19.0%. Reaction SMILES: [NH2:1][C:2]1[CH:3]=[C:4]([CH:16]=[CH:17][CH:18]=1)[O:5][C:6]1[CH:11]=[CH:10][N:9]=[C:8]2[NH:12][C:13](=[O:15])[NH:14][C:7]=12.[C:19]1([CH2:25][CH2:26][C:27](Cl)=[O:28])[CH:24]=[CH:23][CH:22]=[CH:21][CH:20]=1>>[O:15]=[C:13]1[NH:12][C:8]2=[N:9][CH:10]=[CH:11][C:6]([O:5][C:4]3[CH:3]=[C:2]([NH:1][C:27](=[O:28])[CH2:26][CH2:25][C:19]4[CH:24]=[CH:23][CH:22]=[CH:21][CH:20]=4)[CH:18]=[CH:17][CH:16]=3)=[C:7]2[NH:14]1. Reported procedure: Method H was used with 7-(3-aminophenoxy)-1H-imidazo[4,5-b]pyridin-2(3H)-one and 3-phenylpropanoyl chloride to afford the title compound (15 mg, 19%). 1H-NMR (δ, ppm, DMSO-d6): 2.61 (t, 2H, CH2, J=8.0 Hz), 2.89 (t, 2H, CH2, J=8.0 Hz), 6.45 (d, 1H, HPy,5, J=6.0 Hz), 6.82 (d, 1H, Harom, J=8.0 Hz), 7.16-7.44 (m, 8H, Harom), 7.79 (d, 1H, HPy,6, J=6.0 Hz), 10.02 (s, 1H, NHamide), 11.16 (s, 1H, NHPy3), 11.37 (s, 1H, NHPy2). HRMS (EI): m/z[M+H] calcd for C21H19N4O3: 375.1457; found: 375.1469. The reactants are N(=[N+]=[N-])C(CCC(=O)O)C (4-azidopentanoic acid), S(=O)(Cl)Cl (thionyl chloride). The product is N(=[N+]=[N-])C(CCC(=O)Cl)C (4-Azidopentanoyl chloride). Yield: 75.1%. RXN SMILES: [N:1]([CH:4]([CH3:10])[CH2:5][CH2:6][C:7](O)=[O:8])=[N+:2]=[N-:3].S(Cl)([Cl:13])=O>>[N:1]([CH:4]([CH3:10])[CH2:5][CH2:6][C:7]([Cl:13])=[O:8])=[N+:2]=[N-:3]. Reported procedure: A mixture of crude 4-azidopentanoic acid (8.0 g, 56 mmol) and thionyl chloride (10 g, 84 mmol) was heated at 40°-45° C. for 1.5 h, followed by evaporation of excess thionylchloride in vacuo. The residual oil was distilled to give 6.8 g (75%) of the title compound, bp 60°-65° C./0.3 mm: 1Hmr (CDCl3) δ: 3.55 (1H, q, J=13 Hz), 3.03 (2H, t, J=13 Hz), 1.9 (2H, t, J=13 Hz and 1.3 ppm (3H, d, J=13 Hz); ir (neat νmax : 2100, 1792 cm-1. Starting materials: ClC1=CC=C(C2=C1CCN(CC2)C)OC(C)O.CC1=CC=C(C=C1)S(=O)(=O)[O-] ([(9-chloro-2,3,4,5-tetrahydro-3-methyl-1H-3-benzazepin-6-yl) oxy]ethanol 4-methylbenzenesulfonate), [Na].N1N=CN=C1 (1H-1,2,4-triazole sodium salt). The product is Cl.ClC1=CC=C(C=2CCN(CCC21)C)OCCN2N=CN=C2 (6-chloro-2,3,4,5-tetrahydro-3-methyl-9-[2-(1H-1,2,4-triazol-1-yl)ethoxy]-1H-3-benzazepine hydrochloride). As a reaction SMILES: [Cl:1][C:2]1[C:7]2[CH2:8][CH2:9][N:10]([CH3:13])[CH2:11][CH2:12][C:6]=2[C:5]([O:14][CH:15](O)[CH3:16])=[CH:4][CH:3]=1.CC1C=CC(S([O-])(=O)=O)=CC=1.[Na].[NH:30]1[CH:34]=[N:33][CH:32]=[N:31]1>>[ClH:1].[Cl:1][C:2]1[C:7]2[CH2:8][CH2:9][N:10]([CH3:13])[CH2:11][CH2:12][C:6]=2[C:5]([O:14][CH2:15][CH2:16][N:30]2[CH:34]=[N:33][CH:32]=[N:31]2)=[CH:4][CH:3]=1 |f:0.1,2.3,4.5,^1:28|. Reported procedure: Following the general procedure of Example 2, [(9-chloro-2,3,4,5-tetrahydro-3-methyl-1H-3-benzazepin-6-yl) oxy]ethanol 4-methylbenzenesulfonate was heated with one equivalent of 1H-1,2,4-triazole sodium salt (prepared from 1H-1,2,4-triazole and sodium hydride in dimethylformamide) at 65° C. for 30 minutes to give 6-chloro-2,3,4,5-tetrahydro-3-methyl-9-[2-(1H-1,2,4-triazol-1-yl)ethoxy]-1H-3-benzazepine hydrochloride; mp 204°-211° C. Reactants: COC(=O)C1=CC(=CC=2OCCOC21)S(N)(=O)=O (methyl-7-sulfamoyl-1,4-benzodioxane-5-carboxylate), C(C=C)N1C(CCC1)CN (1-allyl-2-aminomethyl-pyrrolidine), carboxamide, C(C)(=O)[O-] (acetate). Run in O (water), O (water). The product is C(C=C)N1C(CCC1)CNC(=O)C1=CC(=CC=2OCCOC21)S(N)(=O)=O (N-(1-allyl-2-pyrrolidylmethyl)-7-sulfamoyl-1,4-benzodioxane-5-carboxamide). The yield is 64.7%. As a reaction SMILES: CO[C:3]([C:5]1[C:14]2[O:13][CH2:12][CH2:11][O:10][C:9]=2[CH:8]=[C:7]([S:15](=[O:18])(=[O:17])[NH2:16])[CH:6]=1)=[O:4].[CH2:19]([N:22]1[CH2:26][CH2:25][CH2:24][CH:23]1[CH2:27][NH2:28])[CH:20]=[CH2:21].C([O-])(=O)C>O>[CH2:19]([N:22]1[CH2:26][CH2:25][CH2:24][CH:23]1[CH2:27][NH:28][C:3]([C:5]1[C:14]2[O:13][CH2:12][CH2:11][O:10][C:9]=2[CH:8]=[C:7]([S:15](=[O:17])(=[O:18])[NH2:16])[CH:6]=1)=[O:4])[CH:20]=[CH2:21]. Procedure: 145 g of methyl-7-sulfamoyl-1,4-benzodioxane-5-carboxylate, 48 g of water and 89 g of 1-allyl-2-aminomethyl-pyrrolidine were introduced into a balloon flask provided with a condenser. The mixture was heated on a water bath until a test sample was soluble in dilute acids and then 1 liter of water was added. The precipitated carboxamide was redissolved by acetate formation. The solution formed was filtered on carbon black and then the base was precipitated by the addition of 20% ammonia. The resul... Yields the product ClC1=C(C=C(C=C1)NC(C1=CC=C(C=C1)S(=O)(=O)C)=O)C1=NC=C(C=C1)C(F)(F)F (N-(4-chloro-3-(5-(trifluoromethyl)pyridin-2-yl)phenyl)-4-(methylsulfonyl)benzamide). Reported procedure: N-(4-chloro-3-(4,4,5,5-tetramethyl-1,3,2-dioxaborolan-2-yl)phenyl)-4-(methylsulfonyl)benzamide (˜1.0 mmol) was used in Procedure A with 5-trifluoromethyl-2-bromopyridine (226 mg, 1 mmol). Purified by silica gel chromatography (0-10% acetone/dichloromethane) to yield N-(4-chloro-3-(5-(trifluoromethyl)pyridin-2-yl)phenyl)-4-(methylsulfonyl)benzamide as a white solid: MS (Q1) 455 (M)+. As a reaction SMILES: [Cl:1][C:2]1[CH:7]=[CH:6][C:5]([NH:8][C:9](=[O:20])[C:10]2[CH:15]=[CH:14][C:13]([S:16]([CH3:19])(=[O:18])=[O:17])=[CH:12][CH:11]=2)=[CH:4][C:3]=1B1OC(C)(C)C(C)(C)O1.[F:30][C:31]([F:40])([F:39])[C:32]1[CH:33]=[CH:34][C:35](Br)=[N:36][CH:37]=1>>[Cl:1][C:2]1[CH:7]=[CH:6][C:5]([NH:8][C:9](=[O:20])[C:10]2[CH:11]=[CH:12][C:13]([S:16]([CH3:19])(=[O:17])=[O:18])=[CH:14][CH:15]=2)=[CH:4][C:3]=1[C:35]1[CH:34]=[CH:33][C:32]([C:31]([F:40])([F:39])[F:30])=[CH:37][N:36]=1. Reactants: ClC1=C(C=C(C=C1)NC(C1=CC=C(C=C1)S(=O)(=O)C)=O)B1OC(C(O1)(C)C)(C)C (N-(4-chloro-3-(4,4,5,5-tetramethyl-1,3,2-dioxaborolan-2-yl)phenyl)-4-(methylsulfonyl)benzamide), FC(C=1C=CC(=NC1)Br)(F)F (5-trifluoromethyl-2-bromopyridine).